Dataset: the Open Reaction Database (ORD), a public repository of structured organic reaction records. Task: describe an organic reaction: reactants, conditions, products, and yield As a reaction SMILES: [F:1][c:2]1[cH:3][c:4]2[c:9]([cH:10][c:11]1[F:12])[C:8]1([C:7](=[O:18])[C:6]([C:19](=[O:20])[NH:21][CH2:22][C:23](=[O:24])[O:25][C:26]([CH3:27])([CH3:28])[CH3:29])=[C:5]2[OH:30])[CH2:13][CH2:14][O:15][CH2:16][CH2:17]1.[F:31][C:32]([F:33])([F:34])[C:35]([OH:36])=[O:37]>>[F:1][c:2]1[cH:3][c:4]2[c:9]([cH:10][c:11]1[F:12])[C:8]1([C:7](=[O:18])[C:6]([C:19](=[O:20])[NH:21][CH2:22][C:23](=[O:24])[OH:25])=[C:5]2[OH:30])[CH2:13][CH2:14][O:15][CH2:16][CH2:17]1. Product: O=C(O)CNC(=O)C1=C(O)c2cc(F)c(F)cc2C2(CCOCC2)C1=O. Reactants: CC(C)(C)OC(=O)CNC(=O)C1=C(O)c2cc(F)c(F)cc2C2(CCOCC2)C1=O, O=C(O)C(F)(F)F. Starting materials: [Br-], C[P+](c1ccccc1)(c1ccccc1)c1ccccc1, Cc1ccccc1, CC(C)(C)[Si](C)(C)OCC1C(OC2CCCCO2)CC2OC(O)CC21, [Cl-], [NH4+], C1CCOC1. The product is C=CCC1C(O)CC(OC2CCCCO2)C1CO[Si](C)(C)C(C)(C)C. Reaction SMILES: [Br-:33].[CH3:34][P+:35]([c:36]1[cH:37][cH:38][cH:39][cH:40][cH:41]1)([c:42]1[cH:43][cH:44][cH:45][cH:46][cH:47]1)[c:48]1[cH:49][cH:50][cH:51][cH:52][cH:53]1.[CH3:54][c:55]1[cH:56][cH:57][cH:58][cH:59][cH:60]1.[CH3:6][Si:7]([O:8][CH2:9][CH:10]1[CH:11]([O:19][CH:20]2[O:21][CH2:22][CH2:23][CH2:24][CH2:25]2)[CH2:12][CH:13]2[O:14][CH:15]([OH:18])[CH2:16][CH:17]12)([C:26]([CH3:27])([CH3:28])[CH3:29])[CH3:30].[Cl-:31].[NH4+:32].[O:1]1[CH2:2][CH2:5][CH2:4][CH2:3]1>>[CH2:2]=[CH:15][CH2:16][CH:17]1[CH:10]([CH2:9][O:8][Si:7]([CH3:6])([C:26]([CH3:27])([CH3:28])[CH3:29])[CH3:30])[CH:11]([O:19][CH:20]2[O:21][CH2:22][CH2:23][CH2:24][CH2:25]2)[CH2:12][CH:13]1[OH:14]. Reactants: ClCCl, CN1CC2CC1CN2, Clc1cnccn1. Yields the product CN1CC2CC1CN2c1cnccn1. As a reaction SMILES: [CH2:16]([Cl:17])[Cl:18].[CH3:1][N:2]1[CH:3]2[CH2:4][NH:5][CH:6]([CH2:7]1)[CH2:8]2.[Cl:9][c:10]1[n:11][cH:12][cH:13][n:14][cH:15]1>>[CH3:1][N:2]1[CH:3]2[CH2:4][N:5]([c:10]3[n:11][cH:12][cH:13][n:14][cH:15]3)[CH:6]([CH2:7]1)[CH2:8]2. Starting materials: C(=O)C1C(C(C(C1)OC1OCCCC1)O)CCCCCCCO (3-formyl-2-(7-hydroxyheptyl)-5-(2-tetrahydropyranyloxy)cyclopentanol), C(CCCCC)(=O)C=P(C1=CC=CC=C1)(C1=CC=CC=C1)C1=CC=CC=C1 (hexanoylmethylene triphenylphosphorane). The solvent is O1CCCC1 (tetrahydrofuran). The product is OCCCCCCCC1C(C(CC1C=CC(CCCCC)=O)OC1OCCCC1)O (2-(7-hydroxyheptyl)-3-(3-oxooct-1-enyl)-5-(2-tetrahydropyranyloxy)cyclopentanol). Yield: 57.3%. RXN SMILES: [CH:1]([CH:3]1[CH2:7][CH:6]([O:8][CH:9]2[CH2:14][CH2:13][CH2:12][CH2:11][O:10]2)[CH:5]([OH:15])[CH:4]1[CH2:16][CH2:17][CH2:18][CH2:19][CH2:20][CH2:21][CH2:22][OH:23])=O.[C:24]([CH:31]=P(C1C=CC=CC=1)(C1C=CC=CC=1)C1C=CC=CC=1)(=[O:30])[CH2:25][CH2:26][CH2:27][CH2:28][CH3:29]>O1CCCC1>[OH:23][CH2:22][CH2:21][CH2:20][CH2:19][CH2:18][CH2:17][CH2:16][CH:4]1[CH:3]([CH:1]=[CH:31][C:24](=[O:30])[CH2:25][CH2:26][CH2:27][CH2:28][CH3:29])[CH2:7][CH:6]([O:8][CH:9]2[CH2:14][CH2:13][CH2:12][CH2:11][O:10]2)[CH:5]1[OH:15]. Procedure details: A mixture of 3-formyl-2-(7-hydroxyheptyl)-5-(2-tetrahydropyranyloxy)cyclopentanol [5.4 g.; prepared as described above in Example 2(e)] and hexanoylmethylene triphenylphosphorane (5.6 g.) in dry tetrahydrofuran (60 ml.) was heated under reflux under nitrogen for 24 hours. The solvent was then removed in vacuo and the resulting residue was chromatographed on silica gel. Elution with diethyl ether gave 2-(7-hydroxyheptyl)-3-(3-oxooct-1-enyl)-5-(2-tetrahydropyranyloxy)cyclopentanol (3.64 g.), νmax ... Starting materials: Brc1ccccc1I, COC(C)(C)C, C1CCOC1, COc1c(C)cc(P(Cl)c2cc(C)c(OC)c(C)c2)cc1C, CC(C)[Mg+], [Cl-]. Product: COc1c(C)cc(P(c2cc(C)c(OC)c(C)c2)c2ccccc2Br)cc1C. RXN SMILES: [Br:1][c:2]1[c:3]([I:8])[cH:4][cH:5][cH:6][cH:7]1.[C:41]([O:42][CH3:43])([CH3:44])([CH3:45])[CH3:46].[CH2:36]1[O:37][CH2:38][CH2:39][CH2:40]1.[CH3:14][c:15]1[cH:16][c:17]([P:24]([Cl:25])[c:26]2[cH:27][c:28]([CH3:35])[c:29]([O:33][CH3:34])[c:30]([CH3:32])[cH:31]2)[cH:18][c:19]([CH3:23])[c:20]1[O:21][CH3:22].[CH:10]([Mg+:11])([CH3:12])[CH3:13].[Cl-:9]>>[Br:1][c:2]1[c:3]([P:24]([c:17]2[cH:16][c:15]([CH3:14])[c:20]([O:21][CH3:22])[c:19]([CH3:23])[cH:18]2)[c:26]2[cH:27][c:28]([CH3:35])[c:29]([O:33][CH3:34])[c:30]([CH3:32])[cH:31]2)[cH:4][cH:5][cH:6][cH:7]1.